From a dataset of the Open Reaction Database (ORD), a public repository of structured organic reaction records. describe an organic reaction: reactants, conditions, products, and yield Starting materials: COc1cc(F)c(C(C)C)cc1-c1ccc(C(F)(F)F)cc1CN(C(=O)OC(C)(C)C)C(C)C(OC(=O)Oc1c(OC)cccc1OC)c1cc(C(F)(F)F)cc(C(F)(F)F)c1, Cl. Product: COc1cc(F)c(C(C)C)cc1-c1ccc(C(F)(F)F)cc1C[NH2+]C(C)C(OC(=O)Oc1c(OC)cccc1OC)c1cc(C(F)(F)F)cc(C(F)(F)F)c1, [Cl-]. As a reaction SMILES: [C:1]([O:2][CH:3]([CH:4]([CH3:5])[N:6]([CH2:7][c:8]1[c:9](-[c:18]2[c:19]([O:28][CH3:29])[cH:20][c:21]([F:27])[c:22]([CH:24]([CH3:25])[CH3:26])[cH:23]2)[cH:10][cH:11][c:12]([C:14]([F:15])([F:16])[F:17])[cH:13]1)[C:30]([O:31][C:32]([CH3:33])([CH3:34])[CH3:35])=[O:36])[c:37]1[cH:38][c:39]([C:47]([F:48])([F:49])[F:50])[cH:40][c:41]([C:43]([F:44])([F:45])[F:46])[cH:42]1)([O:51][c:52]1[c:53]([O:60][CH3:61])[cH:54][cH:55][cH:56][c:57]1[O:58][CH3:59])=[O:62].[ClH:63]>>[C:1]([O:2][CH:3]([CH:4]([CH3:5])[NH2+:6][CH2:7][c:8]1[c:9](-[c:18]2[c:19]([O:28][CH3:29])[cH:20][c:21]([F:27])[c:22]([CH:24]([CH3:25])[CH3:26])[cH:23]2)[cH:10][cH:11][c:12]([C:14]([F:15])([F:16])[F:17])[cH:13]1)[c:37]1[cH:38][c:39]([C:47]([F:48])([F:49])[F:50])[cH:40][c:41]([C:43]([F:44])([F:45])[F:46])[cH:42]1)([O:51][c:52]1[c:53]([O:60][CH3:61])[cH:54][cH:55][cH:56][c:57]1[O:58][CH3:59])=[O:62].[Cl-:63]. Starting materials: N(=O)[O-].[Na+] (sodium nitrite), NC1=CC=C(C=C1)C=1C(NC(NN1)=O)C (6-(4-aminophenyl)-5-methyl-4,5-dihydro-1,2,4-triazin-3(2H)-one), Cl (hydrochloric acid), [OH-].[Na+] (sodium hydroxide), stannous chloride dihydrate, Cl (hydrochloric acid). Run in O (water), O (water). Conditions: time 0.5 hour. Yields the product Cl.N(N)C1=CC=C(C=C1)C=1C(NC(NN1)=O)C (6-(4-hydrazinophenyl)-5-methyl-4,5-dihydro-1,2,4-triazin-3(2H)-one hydrochloride). RXN SMILES: [N:1]([O-])=O.[Na+].[NH2:5][C:6]1[CH:11]=[CH:10][C:9]([C:12]2[CH:13]([CH3:19])[NH:14][C:15](=[O:18])[NH:16][N:17]=2)=[CH:8][CH:7]=1.[OH-].[Na+].[ClH:22]>O>[ClH:22].[NH:5]([C:6]1[CH:7]=[CH:8][C:9]([C:12]2[CH:13]([CH3:19])[NH:14][C:15](=[O:18])[NH:16][N:17]=2)=[CH:10][CH:11]=1)[NH2:1] |f:0.1,3.4,7.8|. Procedure details: A solution of sodium nitrite (3.6 g) in water (10 ml) was added dropwise to a solution of 6-(4-aminophenyl)-5-methyl-4,5-dihydro-1,2,4-triazin-3(2H)-one (9.8 g), concentrated hydrochloric acid (10 ml) and water (30 ml) at 0° C. After stirring for 0.5 hours, a solution of stannous chloride dihydrate (43.12 g) in conc. hydrochloric acid (43 ml) was added thereto at 0° C. After stirring for 2 hours, the mixture was made alkaline with an aqueous solution of sodium hydroxide and the resultant precipi... The reactants are ClC1=NSN=C1Cl (3,4-Dichloro-1,2,5-thiadiazole), CC1NC(CNC1)C (2,6-Dimethyl-piperazine), O (H2O). The solvent is CN(C)C=O (DMF). Conditions: temperature 100 celsius, time 3.5 hour. Yields the product ClC=1C(=NSN1)N1CC(NC(C1)C)C (1-(4-chloro-[1,2,5]thiadiazol-3-yl)-3,5-dimethyl-piperazine). The yield is 97.0%. RXN SMILES: [CH3:1][CH:2]1[CH2:7][NH:6][CH2:5][CH:4]([CH3:8])[NH:3]1.[Cl:9][C:10]1[C:14](Cl)=[N:13][S:12][N:11]=1.O>CN(C=O)C>[Cl:9][C:10]1[C:14]([N:6]2[CH2:5][CH:4]([CH3:8])[NH:3][CH:2]([CH3:1])[CH2:7]2)=[N:13][S:12][N:11]=1. Procedure details: 2,6-Dimethyl-piperazine (8.1 g, 71 mmol) was heated to 100° C. in DMF (8.0 ml). 3,4-Dichloro-1,2,5-thiadiazole (3.3 ml, 35 mmol) was added and the mixture stirred at 100° C. for 3-4 h. The reaction mixture was poured into H2O and extracted with EtOAc (4×). The combined EtOAc extractions were washed with sat'd NaHCO3 (1×), sat'd NaCl (1×), dried (Na2SO4), and concentrated in vacuo to give 7.9 g (97%) of 1-(4-chloro-[1,2,5]thiadiazol-3-yl)-3,5-dimethyl-piperazine which was used without further pur... Reactants: C(CCC)[Li] (butyllithium), solution, COC1=C(C=CC=C1)CC(=O)O (2-methoxyphenylacetic acid), [Cl-].[NH4+] (ammonium chloride), C[C@H]1NC(O[C@@H]1C1=CC=CC=C1)=O ((4R,5R)-4-methyl-5-phenyl-2-oxazolidinone). Solvent: CCCCCC (hexane), O1CCCC1 (tetrahydrofuran), O1CCCC1 (tetrahydrofuran), C(C)(=O)OCC (ethyl acetate). Run at time 30 minute. Product: C[C@H]1N(C(O[C@@H]1C1=CC=CC=C1)=O)C(CC1=C(C=CC=C1)OC)=O ((4R,5R)-4-methyl-5-phenyl-3-[(2-methoxyphenyl)acetyl]-2-oxazolidinone). Reaction SMILES: [CH3:1][C@@H:2]1[C@@H:6]([C:7]2[CH:12]=[CH:11][CH:10]=[CH:9][CH:8]=2)[O:5][C:4](=[O:13])[NH:3]1.C([Li])CCC.[CH3:19][O:20][C:21]1[CH:26]=[CH:25][CH:24]=[CH:23][C:22]=1[CH2:27][C:28](O)=[O:29].[Cl-].[NH4+]>O1CCCC1.CCCCCC.C(OCC)(=O)C>[CH3:1][C@@H:2]1[C@@H:6]([C:7]2[CH:12]=[CH:11][CH:10]=[CH:9][CH:8]=2)[O:5][C:4](=[O:13])[N:3]1[C:28](=[O:29])[CH2:27][C:22]1[CH:23]=[CH:24][CH:25]=[CH:26][C:21]=1[O:20][CH3:19] |f:3.4|. Procedure details: To a solution of 27.4 g of (4R,5R)-4-methyl-5-phenyl-2-oxazolidinone in 200 cm3 of dry tetrahydrofuran are added, at -78° C., 100 cm3 of a 1.6M butyllithium solution in hexane, followed by addition of 33.12 g of a solution of 2-methoxyphenylacetic acid in 30 cm3 of tetrahydrofuran. The mixture is stirred for 30 minutes at this temperature and then allowed to return to room temperature. 200 cm3 of saturated aqueous ammonium chloride solution are subsequently poured in, followed by 200 cm3 of ethy... The reactants are Intermediate 33, CN1C=NC=C1C(O)C1=NC=CC=C1 ((1-methyl-1H-imidazol-5-yl)(pyridin-2-yl)methanol), FC=1C=C(C=CC1)C(O)C=1C=NC=CC1 ((3-fluorophenyl)(pyridin-3-yl)methanol), Intermediate 34. Yields the product FC=1C=C(C=CC1)C(=O)C=1C=NC=CC1 ((3-Fluorophenyl)(pyridin-3-yl)methanone). Reaction SMILES: [F:1][C:2]1[CH:3]=[C:4]([CH:8]([C:10]2[CH:11]=[N:12][CH:13]=[CH:14][CH:15]=2)[OH:9])[CH:5]=[CH:6][CH:7]=1.CN1C(C(C2C=CC=CN=2)O)=CN=C1>>[F:1][C:2]1[CH:3]=[C:4]([C:8]([C:10]2[CH:11]=[N:12][CH:13]=[CH:14][CH:15]=2)=[O:9])[CH:5]=[CH:6][CH:7]=1. Reported procedure: The title compound was prepared analogously to the method in Intermediate 33: step b using (3-fluorophenyl)(pyridin-3-yl)methanol (Intermediate 34: step a) in place of (1-methyl-1H-imidazol-5-yl)(pyridin-2-yl)methanol. Starting materials: FC1=C(C=CC=C1)NC(NC1=CC=C(C=C1)C=1C=C2CN(C(C2=CC1)=O)[C@H](C(=O)OC)C(C)C)=S ((S)-Methyl 2-(5-(4-(3-(2-fluorophenyl)thioureido)phenyl)-1-oxoisoindolin-2-yl)-3-methylbutanoate), NC1=CC=C(C=C1)C=1C=C2CN(C(C2=CC1)=O)[C@H](C(=O)OC)C(C)C ((S)-Methyl 2-(5-(4-aminophenyl)-1-oxoisoindolin-2-yl)-3-methylbutanoate), FC(C=1C=C(C=CC1)N=C=S)(F)F (3-trifluoromethyl phenyl isothiocyanate), compound, compound. The product is CC([C@@H](C(=O)OC)N1C(C2=CC=C(C=C2C1)C1=CC=C(C=C1)NC(=S)NC1=CC(=CC=C1)C(F)(F)F)=O)C ((S)-Methyl 3-methyl-2-(1-oxo-5-(4-(3-(3-(trifluoromethyl)phenyl)thioureido)phenyl)isoindolin-2-yl)butanoate). As a reaction SMILES: FC1C=CC=CC=1NC(=S)NC1C=CC(C2C=C3C(=CC=2)C(=O)N([C@@H](C(C)C)C(OC)=O)C3)=CC=1.[NH2:36][C:37]1[CH:42]=[CH:41][C:40]([C:43]2[CH:44]=[C:45]3[C:49](=[CH:50][CH:51]=2)[C:48](=[O:52])[N:47]([C@@H:53]([CH:58]([CH3:60])[CH3:59])[C:54]([O:56][CH3:57])=[O:55])[CH2:46]3)=[CH:39][CH:38]=1.[F:61][C:62]([F:73])([F:72])[C:63]1[CH:64]=[C:65]([N:69]=[C:70]=[S:71])[CH:66]=[CH:67][CH:68]=1>>[CH3:59][CH:58]([CH3:60])[C@H:53]([N:47]1[CH2:46][C:45]2[C:49](=[CH:50][CH:51]=[C:43]([C:40]3[CH:41]=[CH:42][C:37]([NH:36][C:70]([NH:69][C:65]4[CH:66]=[CH:67][CH:68]=[C:63]([C:62]([F:61])([F:72])[F:73])[CH:64]=4)=[S:71])=[CH:38][CH:39]=3)[CH:44]=2)[C:48]1=[O:52])[C:54]([O:56][CH3:57])=[O:55]. Reported procedure: The compound of example 282 was prepared analogous to compound of example 256 by reaction of compound of example 223 with 3-trifluoromethyl phenyl isothiocyanate. The compound of example 282 was used directly without isolation, for the preparation of compound of example 283. The reactants are CC(C)CCOc1ccc(N(CC(=O)OC(C)(C)C)S(C)(=O)=O)cc1, ClCCl, O=C(O)C(F)(F)F. Yields the product CC(C)CCOc1ccc(N(CC(=O)O)S(C)(=O)=O)cc1. As a reaction SMILES: [CH3:8][CH:9]([CH2:10][CH2:11][O:12][c:13]1[cH:14][cH:15][c:16]([N:19]([CH2:20][C:21](=[O:22])[O:23][C:24]([CH3:25])([CH3:26])[CH3:27])[S:28](=[O:29])(=[O:30])[CH3:31])[cH:17][cH:18]1)[CH3:32].[Cl:33][CH2:34][Cl:35].[OH:1][C:2]([C:3]([F:4])([F:5])[F:6])=[O:7]>>[CH3:8][CH:9]([CH2:10][CH2:11][O:12][c:13]1[cH:14][cH:15][c:16]([N:19]([CH2:20][C:21](=[O:22])[OH:23])[S:28](=[O:29])(=[O:30])[CH3:31])[cH:17][cH:18]1)[CH3:32]. Reactants: COc1cc(N)ccc1OCCN1CCCC1, CCN(C(C)C)C(C)C, O=C(Cl)C(=O)Cl, O=C(O)c1cc(Cl)ccc1[N+](=O)[O-], ClCCl, CN(C)C=O. Product: COc1cc(NC(=O)c2cc(Cl)ccc2[N+](=O)[O-])ccc1OCCN1CCCC1. As a reaction SMILES: [CH3:29][O:30][c:31]1[cH:32][c:33]([NH2:45])[cH:34][cH:35][c:36]1[O:37][CH2:38][CH2:39][N:40]1[CH2:41][CH2:42][CH2:43][CH2:44]1.[CH:20]([N:21]([CH2:22][CH3:23])[CH:24]([CH3:25])[CH3:26])([CH3:27])[CH3:28].[Cl:14][C:15]([C:16]([Cl:17])=[O:18])=[O:19].[Cl:1][c:2]1[cH:3][cH:4][c:5]([N+:11](=[O:12])[O-:13])[c:6]([C:7](=[O:8])[OH:9])[cH:10]1.[Cl:46][CH2:47][Cl:48].[O:49]=[CH:50][N:51]([CH3:52])[CH3:53]>>[Cl:1][c:2]1[cH:3][cH:4][c:5]([N+:11](=[O:12])[O-:13])[c:6]([C:7](=[O:9])[NH:45][c:33]2[cH:32][c:31]([O:30][CH3:29])[c:36]([O:37][CH2:38][CH2:39][N:40]3[CH2:41][CH2:42][CH2:43][CH2:44]3)[cH:35][cH:34]2)[cH:10]1.